From a dataset of the Open Reaction Database (ORD), a public repository of structured organic reaction records. describe an organic reaction: reactants, conditions, products, and yield Starting materials: CS(=O)(=O)Cl (Methanesulfonyl chloride), CCN(C(C)C)C(C)C (DIPEA), COC(=O)C1C2C(NC1)CCN2C(C(C2CCCCC2)NC(C(C)N(C)C(=O)OC(C)(C)C)=O)=O (4-{2-[2-(tert-Butoxycarbonyl-methyl-amino)-propionylamino]-2-cyclohexyl-acetyl}-octahydro-pyrrolo[3,2-b]pyrrole-3-carboxylic acid methyl ester). The reagents and catalysts are CN(C)C=1C=CN=CC1 (DMAP). Run in C(Cl)Cl (DCM), C(Cl)Cl (DCM). Conditions: time 2 hour. The product is COC(=O)C1C2C(N(C1)S(=O)(=O)C)CCN2C(C(C2CCCCC2)NC(C(C)N(C)C(=O)OC(C)(C)C)=O)=O (4-{2-[2-(tert-Butoxycarbonyl-methyl-amino)-propionylamino]-2-cyclohexyl-acetyl}-1-methanesulfonyl-octahydro-pyrrolo[3,2-b]pyrrole-3-carboxylic acid methyl ester). Isolated yield 100.3%. As a reaction SMILES: [CH3:1][O:2][C:3]([CH:5]1[CH2:9][NH:8][CH:7]2[CH2:10][CH2:11][N:12]([C:13](=[O:35])[CH:14]([NH:21][C:22](=[O:34])[CH:23]([N:25]([C:27]([O:29][C:30]([CH3:33])([CH3:32])[CH3:31])=[O:28])[CH3:26])[CH3:24])[CH:15]3[CH2:20][CH2:19][CH2:18][CH2:17][CH2:16]3)[CH:6]12)=[O:4].CCN(C(C)C)C(C)C.[CH3:45][S:46](Cl)(=[O:48])=[O:47]>C(Cl)Cl.CN(C1C=CN=CC=1)C>[CH3:1][O:2][C:3]([CH:5]1[CH2:9][N:8]([S:46]([CH3:45])(=[O:48])=[O:47])[CH:7]2[CH2:10][CH2:11][N:12]([C:13](=[O:35])[CH:14]([NH:21][C:22](=[O:34])[CH:23]([N:25]([C:27]([O:29][C:30]([CH3:31])([CH3:33])[CH3:32])=[O:28])[CH3:26])[CH3:24])[CH:15]3[CH2:20][CH2:19][CH2:18][CH2:17][CH2:16]3)[CH:6]12)=[O:4]. Procedure: A solution of 19 (0.31 g, 0.63 mmol) in DCM (10 mL) was cooled to 0° C. and treated with DIPEA (0.2 mL, 1.2 mmol) and DMAP (5 mg, 0.04 mmol). Methanesulfonyl chloride (0.08 mL, 1 mmol) was added. After 2 h, the solution was diluted with DCM, washed successively with 1M HCl, brine, dried over anhydrous Na2SO4, filtered and concentrated to afford 20 as an orange-colored oil (362 mg) which was used without further purification. Starting materials: N[C@H]1CN(CC1)CCCOC1=CC=C(C=C1)C1=CC=C(C=C1)C#N (4′-{3-[(3R)-3-Aminopyrrolidinyl]propoxy}[1,1′-biphenyl]-4-carbonitrile), N1C[C@@H](CC1)O ((3R)-3-pyrrolidinol), C([O-])([O-])=O.[K+].[K+] (potassium carbonate), [I-].[K+] (potassium iodide), CC(CC)=O (2-butanone). Product: O[C@H]1CN(CC1)CCCOC=1C=C(C=CC1C#N)C1=CC=CC=C1 (3-[(3R)-{3-hydroxypyrrolidinyl]propoxy}[1,1′-biphenyl]-4-carbonitrile). The yield is 69.0%. As a reaction SMILES: N[C@@H]1CCN(CCCO[C:11]2[CH:16]=[CH:15][C:14]([C:17]3[CH:22]=[CH:21][C:20]([C:23]#[N:24])=[CH:19][CH:18]=3)=[CH:13][CH:12]=2)C1.[NH:25]1[CH2:29][CH2:28][C@@H:27]([OH:30])[CH2:26]1.C(=O)([O-])[O-].[K+].[K+].[I-].[K+].C[C:40](=[O:43])[CH2:41][CH3:42]>>[OH:30][C@@H:27]1[CH2:28][CH2:29][N:25]([CH2:42][CH2:41][CH2:40][O:43][C:21]2[CH:22]=[C:17]([C:14]3[CH:13]=[CH:12][CH:11]=[CH:16][CH:15]=3)[CH:18]=[CH:19][C:20]=2[C:23]#[N:24])[CH2:26]1 |f:2.3.4,5.6|. Procedure details: 4′-{3-[(3R)-3-Aminopyrrolidinyl]propoxy}[1,1′-biphenyl]-4-carbonitrile (200 mg, 0.74 mmol), (3R)-3-pyrrolidinol (70 mg, 0.81 mmol), potassium carbonate (152 mg) and potassium iodide (183 mg) in 25 mL of 2-butanone were heated at 110° C. for 72 hours. The mixture was evaporated under reduced pressure and the residue was purified by chromatography (CHCl3:MeOH:NH4OH, 9:1:0.1) to provide the title compound (69% yield). The reactants are Cl.CC1=NNC2=C(N1)C=NC=C2 (3-methyl-1,4-dihydropyrido[3,4-e]-as-triazine hydrochloride), FC(C(=O)OC(C(F)(F)F)=O)(F)F (trifluoroacetic acid anhydride). The solvent is FC(C(=O)O)(F)F (trifluoroacetic acid). Reaction conditions: time 3 hour. The product is FC(C(=O)O)(F)F.FC(C(=O)N1N=C(NC2=C1C=CN=C2)C)(F)F (1-trifluoroacetyl-3-methyl-1,4-dihydropyrido[3,4-e]-as-triazine trifluoroacetate). Yield: 75.4%. As a reaction SMILES: Cl.[CH3:2][C:3]1[NH:8][C:7]2[CH:9]=[N:10][CH:11]=[CH:12][C:6]=2[NH:5][N:4]=1.[F:13][C:14]([F:25])([F:24])[C:15]([O:17][C:18](=[O:23])[C:19]([F:22])([F:21])[F:20])=[O:16]>FC(F)(F)C(O)=O>[F:13][C:14]([F:25])([F:24])[C:15]([OH:17])=[O:16].[F:22][C:19]([F:20])([F:21])[C:18]([N:5]1[C:6]2[CH:12]=[CH:11][N:10]=[CH:9][C:7]=2[NH:8][C:3]([CH3:2])=[N:4]1)=[O:23] |f:0.1,4.5|. Reported procedure: 3.7 g (0.02 moles) of 3-methyl-1,4-dihydropyrido[3,4-e]-as-triazine hydrochloride are dissolved in 100 ml of trifluoroacetic acid, and the solution is maintained at room temperature for 2 hours. Thereafter 22.4 ml (0.08 moles) of trifluoroacetic acid anhydride are added to the mixture, and the reaction is conducted for additional 3 hours at 20° to 30° C. The reaction mixture is processed to obtain 5.4 g (75.5%) of 1-trifluoroacetyl-3-methyl-1,4-dihydropyrido[3,4-e]-as-triazine trifluoroacetate; ... Reactants: BrCCCO[Si](C)(C)C(C)(C)C (1-bromo-3-[(tert-butyldimethylsilyl)oxy]propane), C1(=CC=CC=C1)P(C1=CC=CC=C1)C1=CC=CC=C1 (triphenylphosphine). The solvent is C1=CC=CC=C1 (benzene). Run at temperature 85 celsius. Product: [Br-].[Si](C)(C)(C(C)(C)C)OCCC[P+](C1=CC=CC=C1)(C1=CC=CC=C1)C1=CC=CC=C1 ([3-[(tert-Butyldimethylsilyl)oxy]propyl]triphenylphosphonium bromide). RXN SMILES: [Br:1][CH2:2][CH2:3][CH2:4][O:5][Si:6]([C:9]([CH3:12])([CH3:11])[CH3:10])([CH3:8])[CH3:7].[C:13]1([P:19]([C:26]2[CH:31]=[CH:30][CH:29]=[CH:28][CH:27]=2)[C:20]2[CH:25]=[CH:24][CH:23]=[CH:22][CH:21]=2)[CH:18]=[CH:17][CH:16]=[CH:15][CH:14]=1>C1C=CC=CC=1>[Br-:1].[Si:6]([O:5][CH2:4][CH2:3][CH2:2][P+:19]([C:20]1[CH:21]=[CH:22][CH:23]=[CH:24][CH:25]=1)([C:26]1[CH:31]=[CH:30][CH:29]=[CH:28][CH:27]=1)[C:13]1[CH:14]=[CH:15][CH:16]=[CH:17][CH:18]=1)([C:9]([CH3:12])([CH3:11])[CH3:10])([CH3:8])[CH3:7] |f:3.4|. Reported procedure: To a solution of 1-bromo-3-[(tert-butyldimethylsilyl)oxy]propane (2.18 g, 8.56 mmol) in anhydrous benzene (1.6 mL) was added triphenylphosphine (2.64 g, 10.2 mmol) under argon with stirring. The mixture was heated at 85° C. for 18 hours and cooled to room temperature. The liquid was decanted and the solid residue was grounded with spatula, filtered, and washed several times with ether. Colorless crystals of phosphonium salt B (3.7 g) were purified by silica column chromatography. Pure salt B (3.... Reactants: FC=1C=C2C=3C(=C(NC3C1)C1=CC=C(C=O)C=C1)CCNC2=O (4-(8-fluoro-6-oxo-3,4,5,6-tetrahydro-1H-azepino[5,4,3-cd]indol-2-yl) benzaldehyde), C(=O)C1=CC=C(C=C1)B(O)O (4-formylphenylboronic acid), N1CCCC1 (pyrrolidine), C1(=CC=CC=C1)C=1NC=2C=CC=C3C2C1CCNC3=O (2-Phenyl-3,4,5,6-tetrahydro-1H-azepino[5,4,3-cd]indol-6-one), BrC=1N(C=2C=C(C=C3C2C1CCNC3=O)F)F (2-bromo-8-fluoro-fluoro-1,3,4,5-tetrahydro-azepino[5,4,3-cd]indol-6-one). Yields the product N1=CC=C2C=CC(C=C12)=O (indol-6-one). RXN SMILES: F[C:2]1[CH:3]=[C:4]2C(=O)NCC[C:6]3=[C:7](C4C=CC(C=O)=CC=4)[NH:8][C:9]([CH:10]=1)=[C:5]23.C1(C2NC3C=CC=C4C(=[O:43])NCCC=2C=34)C=CC=CC=1.BrC1N(F)C2C=C(F)C=C3C(=O)NCCC=1C=23.C(C1C=CC(B(O)O)=CC=1)=O.N1CCCC1>>[N:8]1[C:9]2[C:5]([CH:4]=[CH:3][C:2](=[O:43])[CH:10]=2)=[CH:6][CH:7]=1. Procedure details: In a manner similar to that described for Compound PPP, 4-(8-fluoro-6-oxo-3,4,5,6-tetrahydro-1H-azepino[5,4,3-cd]indol-2-yl) benzaldehyde (100 mg, 0.32 mmol; prepared in a manner similar to that described for compound 12 from 2-bromo-8-fluoro-fluoro-1,3,4,5-tetrahydro-azepino[5,4,3-cd]indol-6-one and 4-formylphenylboronic acid) was reacted with pyrrolidine (115 mg, 1.62 mmol) to yield 8-fluoro-2-(4-pyrrolidin-1-ylmethyl-phenyl)-1,3,4,5-tetrahydro-azepinop5,4,3-cd]indol-6-one, 16 mg (14%) as a ye... Starting materials: N1=C2C(=NC=C1)C(OC2=O)=O (Furo[3,4-b]pyrazine-5,7-dione), C1(=CC=CC=C1)C=1N=C2N(C=CC(=N2)N)C1 (2-Phenyl-imidazo[1,2-a]pyrimidin-7-ylamine). Reagents/catalysts: CN(C)C=1C=CN=CC1 (DMAP). The solvent is CN(C)C=O (DMF). Reaction conditions: temperature 78 celsius. Product: C1(=CC=CC=C1)C=1N=C2N(C=CC(=N2)NC(=O)C=2C(=NC=CN2)C(=O)O)C1 (3-(2-Phenyl-imidazo[1,2-a]pyrimidin-7-ylcarbamoyl)-pyrazine-2-carboxylic acid). Yield: 46.3%. Reaction SMILES: [N:1]1[CH:6]=[CH:5][N:4]=[C:3]2[C:7](=[O:11])[O:8][C:9](=[O:10])[C:2]=12.[C:12]1([C:18]2[N:19]=[C:20]3[N:25]=[C:24]([NH2:26])[CH:23]=[CH:22][N:21]3[CH:27]=2)[CH:17]=[CH:16][CH:15]=[CH:14][CH:13]=1>CN(C1C=CN=CC=1)C.CN(C=O)C>[C:12]1([C:18]2[N:19]=[C:20]3[N:25]=[C:24]([NH:26][C:7]([C:3]4[C:2]([C:9]([OH:8])=[O:10])=[N:1][CH:6]=[CH:5][N:4]=4)=[O:11])[CH:23]=[CH:22][N:21]3[CH:27]=2)[CH:13]=[CH:14][CH:15]=[CH:16][CH:17]=1. Reported procedure: Furo[3,4-b]pyrazine-5,7-dione (736 mg, 4.9 mmol) and DMAP (58 mg, cat.) were added to a solution of 2-phenyl-imidazo[1,2-a]pyrimidin-7-ylamine (example 1, step 1, 1.00 g, 4.8 mmol) in DMF (25 ml). The mixture was heated to 78° C. overnight, and cooled to RT. The formed precipitate was collected by filtration, and residual solvent was removed under vacuum. The thus obtained crude product (800 mg, 47%) was used in the next step without further purification. The reactants are C[O-].[Na+] (sodium methylate), 21, C1(=CC=CC=C1)C(=O)C(=O)C1=CC=CC=C1 (benzil), COS(=O)(=O)C1=CC=C(C=C1)C (p-toluenesulfonic acid methyl ester), CN(C=O)C (dimethylformamide). Run in O (water). Product: COC(C1=CC=CC=C1)(C(=O)C1=CC=CC=C1)OC (benzil dimethylketal). Reaction SMILES: C[O-].[Na+].[C:4]1([C:10]([C:12]([C:14]2[CH:19]=[CH:18][CH:17]=[CH:16][CH:15]=2)=[O:13])=[O:11])[CH:9]=[CH:8][CH:7]=[CH:6][CH:5]=1.[CH3:20][O:21]S(C1C=CC(C)=CC=1)(=O)=O.[CH3:32]N(C)C=O>O>[CH3:32][O:13][C:12]([O:21][CH3:20])([C:10]([C:4]1[CH:5]=[CH:6][CH:7]=[CH:8][CH:9]=1)=[O:11])[C:14]1[CH:19]=[CH:18][CH:17]=[CH:16][CH:15]=1 |f:0.1|. Procedure: 6 parts of sodium methylate are added in portions in the course of 2 hours to a solution of 21 parts of benzil and 37 parts of p-toluenesulfonic acid methyl ester in 50 parts of dimethylformamide at room temperature, whilst stirring. The reaction mixture is then heated with 500 parts of water for 1 hour under reflux and subsequently cooled to room temperature, and the precipitate is filtered off and recrystallized from a mixture of isopropanol and water. 22 parts of benzil dimethylketal are obta... Product: C(C)(C)(C)NC1=CC=C2C(=N1)C(CC[C@H](C2)C2=C(C(=CC=C2)F)F)=O ((R)-2-(tert-Butylamino)-6-(2,3-difluorophenyl)-7,8-dihydro-5H-cyclohepta[b]pyridin-9(6H)-one). Procedure details: At 0° C., the 4-methylbenzenesulfonic anhydride (0.930 g, 2.85 mmol) was added to the trifluoro-toluene (3 mL)/CH2Cl2 (3.00 mL) suspension of (R)-6-(2,3-difluorophenyl)-9-oxo-6,7,8,9-tetrahydro-5H-cyclohepta[b]pyridine 1-oxide (0.412 g, 1.424 mmol) and 2-methylpropan-2-amine (0.604 mL, 5.70 mmol). The reaction was stirred at 0° C. for 30 min before diluted with ethyl acetate. The crude was washed by NaOH (1N) twice and the ethyl acetate layer was separated, dried (Na2SO4), filtered and concentra... Starting materials: CC1=CC=C(C=C1)S(=O)(=O)OS(=O)(=O)C1=CC=C(C=C1)C (4-methylbenzenesulfonic anhydride), FC(C1=CC=CC=C1)(F)F (trifluoro-toluene), FC1=C(C=CC=C1F)[C@H]1CC=2C(=[N+](C=CC2)[O-])C(CC1)=O ((R)-6-(2,3-difluorophenyl)-9-oxo-6,7,8,9-tetrahydro-5H-cyclohepta[b]pyridine 1-oxide), CC(C)(C)N (2-methylpropan-2-amine). Conditions: temperature 0 celsius, time 30 minute. Run in C(Cl)Cl (CH2Cl2), C(C)(=O)OCC (ethyl acetate). The yield is 37.9%. RXN SMILES: CC1C=CC(S(OS(C2C=CC(C)=CC=2)(=O)=O)(=O)=O)=CC=1.FC(F)(F)C1C=CC=CC=1.[F:32][C:33]1[C:38]([F:39])=[CH:37][CH:36]=[CH:35][C:34]=1[C@@H:40]1[CH2:51][CH2:50][C:49](=[O:52])[C:43]2=[N+:44]([O-])[CH:45]=[CH:46][CH:47]=[C:42]2[CH2:41]1.[CH3:53][C:54]([NH2:57])([CH3:56])[CH3:55]>C(OCC)(=O)C.C(Cl)Cl>[C:54]([NH:57][C:45]1[N:44]=[C:43]2[C:49](=[O:52])[CH2:50][CH2:51][C@@H:40]([C:34]3[CH:35]=[CH:36][CH:37]=[C:38]([F:39])[C:33]=3[F:32])[CH2:41][C:42]2=[CH:47][CH:46]=1)([CH3:56])([CH3:55])[CH3:53]. Reactants: N#CCBr, C1CCOC1, O=C1CNc2c(F)cccc2N1, [H-], [Na+]. Yields the product N#CCN1C(=O)CNc2c(F)cccc21. As a reaction SMILES: [Br:15][CH2:16][C:17]#[N:18].[CH2:19]1[O:20][CH2:21][CH2:22][CH2:23]1.[F:3][c:4]1[c:5]2[c:10]([cH:11][cH:12][cH:13]1)[NH:9][C:8](=[O:14])[CH2:7][NH:6]2.[H-:1].[Na+:2]>>[F:3][c:4]1[c:5]2[c:10]([cH:11][cH:12][cH:13]1)[N:9]([CH2:16][C:17]#[N:18])[C:8](=[O:14])[CH2:7][NH:6]2. Starting materials: C(C1=CC=CC=C1)OC1=C(OC=CC1=O)C (3-Benzyloxy-2-methyl-4-pyrone), C(C1=CC=CC=C1)OC1=C(OC=CC1=O)C.C(C)(=O)N1C(=C(C(C=C1)=O)O)C (1-acetyl-3-hydroxy-2-methylpyrid-4-one 3-Benzyloxy-2-methyl-4-pyrone), NCCCCO (1-amino-4-hydroxybutane), ( K ), OCCN (2-hydroxyethylamine). Product: C(C1=CC=CC=C1)OC1=C(N(C=CC1=O)CCCCO)C (3-benzyloxy-1-(4'-hydroxybutyl)-2-methylpyrid-4-one). RXN SMILES: [CH2:1]([O:8][C:9]1[C:14](=[O:15])[CH:13]=[CH:12]O[C:10]=1[CH3:16])[C:2]1[CH:7]=[CH:6][CH:5]=[CH:4][CH:3]=1.C(OC1C(=O)C=COC=1C)C1C=CC=CC=1.C([N:36]1[CH:41]=[CH:40][C:39](=O)[C:38]([OH:43])=C1C)(=O)C.NCCCCO.OCCN>>[CH2:1]([O:8][C:9]1[C:14](=[O:15])[CH:13]=[CH:12][N:36]([CH2:41][CH2:40][CH2:39][CH2:38][OH:43])[C:10]=1[CH3:16])[C:2]1[CH:3]=[CH:4][CH:5]=[CH:6][CH:7]=1 |f:1.2|. Procedure details: 3-Benzyloxy-2-methyl-4-pyrone, prepared as described under (J), is reacted with 1-amino-4-hydroxybutane under substantially similar conditions to those described under (K) for reaction with 2-hydroxyethylamine to give 3-benzyloxy-1-(4'-hydroxybutyl)-2-methylpyrid-4-one. This is deprotected using the procedure described under (I) to give 3-hydroxy-1-(4'-hydroxybutyl)-2-methylpyrid-4-one as white crystals, m.p. 126°-128° C.; δmax (nujol) 1630, 3350 cm-1 ; δ(d6DMSO) 1.5 (m, 4H), 2.45 (s, 3H), 3.35 ...